Dataset: the Open Reaction Database (ORD), a public repository of structured organic reaction records. Task: describe an organic reaction: reactants, conditions, products, and yield The reactants are COC=1C=C(C=CC1OC)C1=[N+](C(=C(C2=CC(=C(C=C12)OC)OC)CC)C)[O-] (1-(3,4-dimethoxyphenyl)-3-methyl-4-ethyl-6,7-dimethoxy-isoquinoline N-oxide), C(CC)(=O)OC(CC)=O (propionic anhydride). Yields the product COC=1C=C(C=CC1OC)C1=NC(=C(C2=CC(=C(C=C12)OC)OC)CC)COC(CC)=O (1-(3,4-Dimethoxyphenyl)-3-(propionyloxymethyl)-4-ethyl-6,7-dimethoxy-isoquinoline). As a reaction SMILES: [CH3:1][O:2][C:3]1[CH:4]=[C:5]([C:11]2[C:20]3[C:15](=[CH:16][C:17]([O:23][CH3:24])=[C:18]([O:21][CH3:22])[CH:19]=3)[C:14]([CH2:25][CH3:26])=[C:13]([CH3:27])[N+:12]=2[O-])[CH:6]=[CH:7][C:8]=1[O:9][CH3:10].[C:29]([O:33]C(=O)CC)(=[O:32])[CH2:30][CH3:31]>>[CH3:1][O:2][C:3]1[CH:4]=[C:5]([C:11]2[C:20]3[C:15](=[CH:16][C:17]([O:23][CH3:24])=[C:18]([O:21][CH3:22])[CH:19]=3)[C:14]([CH2:25][CH3:26])=[C:13]([CH2:27][O:33][C:29](=[O:32])[CH2:30][CH3:31])[N:12]=2)[CH:6]=[CH:7][C:8]=1[O:9][CH3:10]. Procedure details: 3.83 g (10 mM) of 1-(3,4-dimethoxyphenyl)-3-methyl-4-ethyl-6,7-dimethoxy-isoquinoline N-oxide is refluxed with 20 ml of propionic anhydride for 1.5 hours. The solution is evaporated at reduced pressure, the residue is suspended in 100 ml of water, filtered, washed with 3×15 ml of water, dried at reduced pressure at room temperature, recrystallized from 7 ml of 99.5% ethanol, filtered, washed with 3×8 ml of ethanol and dried at 80° to 90° C. Yield 2.70 g (61.5%), m.p. 125° to 127° C. The reactants are N1=CC(=CC=C1)C#CCCCCO (6-(3-Pyridyl)-1-hex-5-ynol), C(C)(=O)OCC (ethyl acetate). The reagents and catalysts are [Pd] (palladium on charcoal). The solvent is C(C)O (ethanol). Reaction conditions: time 24 hour. Yields the product N1=CC(=CC=C1)\C=C/CCCCO (Z-6-(3-pyridyl)-1-hex-5-enol). Yield: 45.9%. Reaction SMILES: [N:1]1[CH:6]=[CH:5][CH:4]=[C:3]([C:7]#[C:8][CH2:9][CH2:10][CH2:11][CH2:12][OH:13])[CH:2]=1.C(OCC)(=O)C>[Pd].C(O)C>[N:1]1[CH:6]=[CH:5][CH:4]=[C:3](/[CH:7]=[CH:8]\[CH2:9][CH2:10][CH2:11][CH2:12][OH:13])[CH:2]=1. Procedure details: 6-(3-Pyridyl)-1-hex-5-ynol (0.15 g, 0.86 mmol) was added to a stirred suspension of 10% palladium on charcoal (20 mg) in ethanol. The reaction was stirred at room temperature under hydrogen for 24 h. The mixture was filtered through celite and evaporated to give a clear oil. Column chromatography (flash silica gel; ethyl acetate) gave Z-6-(3-pyridyl)-1-hex-5-enol (70 mg, 46%). Starting materials: CC(COc1ccc(C#N)cc1)NC(=O)C(N)C(C)C, ClCCl, CN1CCOCC1, CC1CCCC(OC(=O)Cl)C1, O. Product: CC1CCCC(OC(=O)NC(C(=O)NC(C)COc2ccc(C#N)cc2)C(C)C)C1. Reaction SMILES: [C:19](#[N:20])[c:21]1[cH:22][cH:23][c:24]([O:25][CH2:26][CH:27]([CH3:28])[NH:29][C:30]([CH:31]([NH2:32])[CH:33]([CH3:34])[CH3:35])=[O:36])[cH:37][cH:38]1.[CH2:40]([Cl:41])[Cl:42].[CH3:1][N:2]1[CH2:3][CH2:4][O:5][CH2:6][CH2:7]1.[Cl:8][C:9](=[O:10])[O:11][CH:12]1[CH2:13][CH:14]([CH3:18])[CH2:15][CH2:16][CH2:17]1.[OH2:39]>>[C:9](=[O:10])([O:11][CH:12]1[CH2:13][CH:14]([CH3:18])[CH2:15][CH2:16][CH2:17]1)[NH:32][CH:31]([C:30]([NH:29][CH:27]([CH2:26][O:25][c:24]1[cH:23][cH:22][c:21]([C:19]#[N:20])[cH:38][cH:37]1)[CH3:28])=[O:36])[CH:33]([CH3:34])[CH3:35]. Reactants: CC(CC=C)(CCCC(C)C)O (4,8-dimethyl-1-nonen-4-ol), C(C1=CC=CC=C1)CNC(C(C)=O)C (3-(benzylmethylamino)-2-butanone), C(C(C)C)[Mg]Br (isobutylmagnesium bromide), [Mg] (magnesium), C(C(C)C)Br (isobutyl bromide), [Cl-].[NH4+] (ammonium chloride). Reagents/catalysts: [Cl-].[Cl-].[CH-]1C=CC=C1.[CH-]1C=CC=C1.[Ti+2] (titanocene dichloride). Solvent: C(C)OCC (diethyl ether), C(C)OCC (diethyl ether). Run at time 18 hour. Product: C(C1=CC=CC=C1)CNC(C)C(CCCC(CCCC(C)C)(O)C)(O)C (2-(benzylmethyl- amino)-3,7,11-trimethyl-3,7-dodecanediol). Yield: 15.6%. RXN SMILES: C([Mg]Br)C(C)C.[Mg].C(Br)C(C)C.[CH3:13][C:14]([OH:24])([CH2:18][CH2:19][CH2:20][CH:21]([CH3:23])[CH3:22])[CH2:15][CH:16]=[CH2:17].[CH2:25]([CH2:32][NH:33][CH:34]([CH3:38])[C:35](=[O:37])[CH3:36])[C:26]1[CH:31]=[CH:30][CH:29]=[CH:28][CH:27]=1.[Cl-].[NH4+]>C(OCC)C.[Cl-].[Cl-].[CH-]1C=CC=C1.[CH-]1C=CC=C1.[Ti+2]>[CH2:25]([CH2:32][NH:33][CH:34]([C:35]([CH3:36])([OH:37])[CH2:17][CH2:16][CH2:15][C:14]([CH3:13])([OH:24])[CH2:18][CH2:19][CH2:20][CH:21]([CH3:22])[CH3:23])[CH3:38])[C:26]1[CH:31]=[CH:30][CH:29]=[CH:28][CH:27]=1 |f:5.6,8.9.10.11.12|. Reported procedure: To a solution of isobutylmagnesium bromide prepared from 14.6 g of magnesium, 68.5 g of isobutyl bromide and 500 ml of diethyl ether was added a solution of 34 g of 4,8-dimethyl-1-nonen-4-ol in 100 ml of diethyl ether dropwise under ice-cooling. After completion of the addition, 2.5 g of titanocene dichloride was added to the above solution at room temperature and the mixture was stirred at that temperature for 18 hours. Then, 38.2 g of 3-(benzylmethylamino)-2-butanone was added dropwise under i... Reactants: C1(=CC=CC=C1)S(=O)(=O)Cl (benzenesulfonyl chloride), 4-(4-[(phenysulfonyl)amino]phenyl(1,3-thiazol-2-yl))-5-methiothiothiophene-2-carboxylate, NC1=CC=C(C=C1)C=1N=C(SC1)C=1C=C(SC1C)C(=S)OC (Methyl 4-(4-(4-aminophenyl)(1,3-thiazol-2-yl))-5-methylthiothiophene-2-carboxylate), CN1CCOCC1 (N-methyl morpholine), CN(C)C1=NC=CC=C1 (dimethylaminopyridine). The solvent is ClCCl (dichloromethane), CO (methanol), ClCCl (dichloromethane). Conditions: time 24 hour. Yields the product C1(=CC=CC=C1)S(=O)(=O)NC1=CC=C(C=C1)C=1N=C(SC1)C=1C=C(SC1C)C(=S)OC (methyl 4-(4-{4-[(phenylsulfonyl)amino]phenyl}(1,3-thiazol-2-yl))-5-methylthiothiophene-2-carboxylate). Isolated yield 32.3%. Reaction SMILES: [NH2:1][C:2]1[CH:7]=[CH:6][C:5]([C:8]2[N:9]=[C:10]([C:13]3[CH:14]=[C:15]([C:19]([O:21][CH3:22])=[S:20])[S:16][C:17]=3[CH3:18])[S:11][CH:12]=2)=[CH:4][CH:3]=1.CN1CCOCC1.CN(C1C=CC=CN=1)C.[C:39]1([S:45](Cl)(=[O:47])=[O:46])[CH:44]=[CH:43][CH:42]=[CH:41][CH:40]=1>ClCCl.CO>[C:39]1([S:45]([NH:1][C:2]2[CH:7]=[CH:6][C:5]([C:8]3[N:9]=[C:10]([C:13]4[CH:14]=[C:15]([C:19]([O:21][CH3:22])=[S:20])[S:16][C:17]=4[CH3:18])[S:11][CH:12]=3)=[CH:4][CH:3]=2)(=[O:47])=[O:46])[CH:44]=[CH:43][CH:42]=[CH:41][CH:40]=1. Procedure: Methyl 4-(4-(4-[(phenysulfonyl)amino]phenyl(1,3-thiazol-2-yl))-5-methiothiothiophene-2-carboxylate: Methyl 4-(4-(4-aminophenyl)(1,3-thiazol-2-yl))-5-methylthiothiophene-2-carboxylate (100 mg, 0.28 inmol) was dissolved in dry dichloromethane (10 mL). To this, N-methyl morpholine (46 μL, 0.42 mmol) and dimethylaminopyridine (3.4 mg, 0.028 mmol) were added, the mixture was cooled on an ice bath, and benzenesulfonyl chloride 35 μL, 0.28 mmol) was added dropwise. The mixture was then stirred for 24 h...